From a dataset of the Open Reaction Database (ORD), a public repository of structured organic reaction records. describe an organic reaction: reactants, conditions, products, and yield The reactants are COP(=O)(C(C(=O)OC(C)C)=CC1=CC(=C(C=C1)OC)O)OC (Isopropyl 2-(dimethoxyphosphinyl)-3-(3-hydroxy-4-methoxy-phenyl)propenoate), BrCCCCCC (1-bromohexane), C([O-])([O-])=O.[K+].[K+] (potassium carbonate). Run in CN(C=O)C (dimethylformamide). Conditions: time 6 hour. Product: COP(=O)(C(C(=O)OC(C)C)=CC1=CC(=C(C=C1)OC)OCCCCCC)OC (Isopropyl 2-(dimethoxyphosphinyl)-3-(3-hexyloxy-4-methoxyphenyl)propenoate). Reaction SMILES: [CH3:1][O:2][P:3]([O:22][CH3:23])([C:5](=[CH:12][C:13]1[CH:18]=[CH:17][C:16]([O:19][CH3:20])=[C:15]([OH:21])[CH:14]=1)[C:6]([O:8][CH:9]([CH3:11])[CH3:10])=[O:7])=[O:4].Br[CH2:25][CH2:26][CH2:27][CH2:28][CH2:29][CH3:30].C(=O)([O-])[O-].[K+].[K+]>CN(C)C=O>[CH3:1][O:2][P:3]([O:22][CH3:23])([C:5](=[CH:12][C:13]1[CH:18]=[CH:17][C:16]([O:19][CH3:20])=[C:15]([O:21][CH2:25][CH2:26][CH2:27][CH2:28][CH2:29][CH3:30])[CH:14]=1)[C:6]([O:8][CH:9]([CH3:10])[CH3:11])=[O:7])=[O:4] |f:2.3.4|. Procedure details: Isopropyl 2-(dimethoxyphosphinyl)-3-(3-hydroxy-4-methoxy-phenyl)propenoate (2 g; 0.0058 mol; Table 1, No. 26), 1-bromohexane (0.85 ml; 0.006 mol), 30 ml of dimethylformamide (DMF) and potassium carbonate (ground, 0.89 g; 0.0065 mol) were mixed and stirred at room temperature for 6 hours. The filtrate after removal of the inorganic salts was evaporated under reduced pressure. Residues of DMF were removed from the resulting oily residue in a kugelrohr apparatus at 70° C./0.02 mm Hg, and it was the... Starting materials: O=[N+]([O-])c1ccc(Br)c(C(F)(F)F)c1, Cc1ncc[nH]1. Product: Cc1nccn1-c1ccc([N+](=O)[O-])cc1C(F)(F)F. Reaction SMILES: [Br:1][c:2]1[c:3]([C:11]([F:12])([F:13])[F:14])[cH:4][c:5]([N+:8](=[O:9])[O-:10])[cH:6][cH:7]1.[CH3:15][c:16]1[nH:17][cH:18][cH:19][n:20]1>>[c:2]1(-[n:17]2[c:16]([CH3:15])[n:20][cH:19][cH:18]2)[c:3]([C:11]([F:12])([F:13])[F:14])[cH:4][c:5]([N+:8](=[O:9])[O-:10])[cH:6][cH:7]1. Reactants: [BH4-].CSC (borohydride dimethylsulfide), Cl (HCl), CB1OC([C@@H]2N1CCC2)(C2=CC=CC=C2)C2=CC=CC=C2 ((R)-tetrahydro-1-methyl-3,3-diphenyl-1H,3H-pyrrolo[1,2-c]-[1,3,2]oxazaborole), FC1=CC=C(C=C1)N1C([C@@H]([C@H]1C1=CC=C(C=C1)OCC1=CC=CC=C1)CCC(=O)C1=CC=C(C=C1)F)=O (1-(4-fluorophenyl)-3(R)-(3-(4-fluorophenyl)-3-oxopropyl)-4(S)-(4-benzyloxyphenyl)-2-azetidinone). Run in C1CCOC1 (THF), CO (CH3OH). Conditions: temperature -20 celsius, time 5 minute. Product: FC1=CC=C(C=C1)N1C([C@@H]([C@H]1C1=CC=C(C=C1)OCC1=CC=CC=C1)CC[C@H](O)C1=CC=C(C=C1)F)=O (1-(4-fluorophenyl)-3(R)-(3(S)-(4-fluorophenyl)-3-hydroxypropyl)-4(S)-(4-benzyloxyphenyl)-2-azetidinone). RXN SMILES: CB1N2CCC[C@@H]2C(C2C=CC=CC=2)(C2C=CC=CC=2)O1.[F:22][C:23]1[CH:28]=[CH:27][C:26]([N:29]2[C@H:32]([C:33]3[CH:38]=[CH:37][C:36]([O:39][CH2:40][C:41]4[CH:46]=[CH:45][CH:44]=[CH:43][CH:42]=4)=[CH:35][CH:34]=3)[C@@H:31]([CH2:47][CH2:48][C:49]([C:51]3[CH:56]=[CH:55][C:54]([F:57])=[CH:53][CH:52]=3)=[O:50])[C:30]2=[O:58])=[CH:25][CH:24]=1.[BH4-].CSC.Cl>C1COCC1.CO>[F:22][C:23]1[CH:24]=[CH:25][C:26]([N:29]2[C@H:32]([C:33]3[CH:34]=[CH:35][C:36]([O:39][CH2:40][C:41]4[CH:46]=[CH:45][CH:44]=[CH:43][CH:42]=4)=[CH:37][CH:38]=3)[C@@H:31]([CH2:47][CH2:48][C@@H:49]([C:51]3[CH:56]=[CH:55][C:54]([F:57])=[CH:53][CH:52]=3)[OH:50])[C:30]2=[O:58])=[CH:27][CH:28]=1 |f:2.3|. Reported procedure: Add (R)-tetrahydro-1-methyl-3,3-diphenyl-1H,3H-pyrrolo[1,2-c]-[1,3,2]oxazaborole (120 mg, 0.43 mmol) to 1-(4-fluorophenyl)-3(R)-(3-(4-fluorophenyl)-3-oxopropyl)-4(S)-(4-benzyloxyphenyl)-2-azetidinone (0.95 g, 1.91 mmol) in THF (3 mL) and cool to -20° C. After 5 min., add borohydride-dimethylsulfide complex (2M in THF, 0.85 mL, 1.7 mmol) dropwise over 0.5 h. After a total of 1.5 h, add CH3OH followed by HCl (1N) and extract the reaction mixture with EtOAc to obtain 1-(4-fluorophenyl)-3(R)-(3(S)-(... The reactants are CC=1C=C(C(=NC1C)OC)NC(OC1=CC=CC=C1)=S (Phenyl N-(5,6-dimethyl-2-methoxypyridin-3-yl)thiocarbamate), OC=1C=C(C=CC1)N1CCNCC1 (1-(3-hydroxyphenyl)piperazine). Yields the product CC=1C=C(C(=NC1C)OC)NC(=S)N1CCN(CC1)C1=CC(=CC=C1)O (1-[(5,6-Dimethyl-2-methoxypyridin-3-yl)aminothiocarbonyl]-4-(3-hydroxyphenyl)piperazine). The yield is 43.0%. As a reaction SMILES: [CH3:1][C:2]1[CH:3]=[C:4]([NH:11][C:12](=[S:20])OC2C=CC=CC=2)[C:5]([O:9][CH3:10])=[N:6][C:7]=1[CH3:8].[OH:21][C:22]1[CH:23]=[C:24]([N:28]2[CH2:33][CH2:32][NH:31][CH2:30][CH2:29]2)[CH:25]=[CH:26][CH:27]=1>>[CH3:1][C:2]1[CH:3]=[C:4]([NH:11][C:12]([N:31]2[CH2:30][CH2:29][N:28]([C:24]3[CH:25]=[CH:26][CH:27]=[C:22]([OH:21])[CH:23]=3)[CH2:33][CH2:32]2)=[S:20])[C:5]([O:9][CH3:10])=[N:6][C:7]=1[CH3:8]. Procedure: Phenyl N-(5,6-dimethyl-2-methoxypyridin-3-yl)thiocarbamate and 1-(3-hydroxyphenyl)piperazine were reacted by the same way with the example 22 to obtain the titled compound. The reactants are ClC1=C(C#N)C=CC(=C1)N1C(C(C(C1C(C)C)=O)(C)C)=O (2-chloro-4-(5-isopropyl-3,3-dimethyl-2,4-dioxopyrrolidin-1-yl)benzonitrile), C(C)(CC)[BH-](C(C)CC)C(C)CC.[Li+].C1CCOC1 (lithium tri(sec-butyl)borohydride THF). Product: ClC1=C(C#N)C=CC(=C1)N1C(C([C@H]([C@H]1C(C)C)O)(C)C)=O (rac-2-chloro-4-[(4R,5R)-4-hydroxy-5-isopropyl-3,3-dimethyl-2-oxopyrrolidin-1-yl]benzonitrile), solid. Yield: 69.0%. Reaction SMILES: [Cl:1][C:2]1[CH:9]=[C:8]([N:10]2[CH:14]([CH:15]([CH3:17])[CH3:16])[C:13](=[O:18])[C:12]([CH3:20])([CH3:19])[C:11]2=[O:21])[CH:7]=[CH:6][C:3]=1[C:4]#[N:5].C([BH-](C(CC)C)C(CC)C)(CC)C.[Li+].C1COCC1>>[Cl:1][C:2]1[CH:9]=[C:8]([N:10]2[C@H:14]([CH:15]([CH3:17])[CH3:16])[C@H:13]([OH:18])[C:12]([CH3:19])([CH3:20])[C:11]2=[O:21])[CH:7]=[CH:6][C:3]=1[C:4]#[N:5] |f:1.2.3|. Procedure details: Using 2-chloro-4-(5-isopropyl-3,3-dimethyl-2,4-dioxopyrrolidin-1-yl)benzonitrile (300 mg) and lithium tri(sec-butyl)borohydride-THF solution (1.48 mL, 1 mol/L), and in the same manner as in Example 5, the title compound was obtained as a colorless solid (yield: 209 mg, 69%).